Dataset: the Open Reaction Database (ORD), a public repository of structured organic reaction records. Task: describe an organic reaction: reactants, conditions, products, and yield Reactants: CC(=O)O[BH-](OC(C)=O)OC(C)=O, Cn1c(=O)oc2ccc(-c3cnccc3C=O)cc21, CC(=O)O, ClCCl, NS(=O)(=O)C(F)(F)F, [Na+]. The product is Cn1c(=O)oc2ccc(-c3cnccc3CNS(=O)(=O)C(F)(F)F)cc21. RXN SMILES: [C:32]([O:33][BH-:34]([O:35][C:36](=[O:37])[CH3:38])[O:39][C:40](=[O:41])[CH3:42])(=[O:43])[CH3:44].[CH3:1][n:2]1[c:3](=[O:19])[o:4][c:5]2[c:6]1[cH:7][c:8](-[c:11]1[c:12]([CH:13]=[O:14])[cH:15][cH:16][n:17][cH:18]1)[cH:9][cH:10]2.[CH3:28][C:29](=[O:30])[OH:31].[Cl:46][CH2:47][Cl:48].[F:20][C:21]([S:22](=[O:23])(=[O:24])[NH2:25])([F:26])[F:27].[Na+:45]>>[CH3:1][n:2]1[c:3](=[O:19])[o:4][c:5]2[c:6]1[cH:7][c:8](-[c:11]1[c:12]([CH2:13][NH:25][S:22]([C:21]([F:20])([F:26])[F:27])(=[O:23])=[O:24])[cH:15][cH:16][n:17][cH:18]1)[cH:9][cH:10]2. Starting materials: Cl.COC([C@@H](NC([C@H](NC)CC1=CC=CC=C1)=O)CC1=CNC2=CC=CC=C12)=O (N-methyl-(D)-phenylalanyl-(L)-tryptophan methyl ester hydrochloride), C(C1=CC=NC=C1)(=O)O (isonicotinic acid), methyl ester. Yields the product N1=CC=C(C=C1)C(=O)N([C@H](CC1=CC=CC=C1)C(=O)N[C@@H](CC1=CNC2=CC=CC=C12)C(=O)O)C (N-(4-pyridylcarbonyl)-N-methyl-(D)phenylalanyl-(L)-tryptophan). RXN SMILES: Cl.C[O:3][C:4](=[O:29])[C@H:5]([CH2:19][C:20]1[C:28]2[C:23](=[CH:24][CH:25]=[CH:26][CH:27]=2)[NH:22][CH:21]=1)[NH:6][C:7](=[O:18])[C@@H:8]([CH2:11][C:12]1[CH:17]=[CH:16][CH:15]=[CH:14][CH:13]=1)[NH:9][CH3:10].[C:30]([OH:38])(=O)[C:31]1[CH:36]=[CH:35][N:34]=[CH:33][CH:32]=1>>[N:34]1[CH:33]=[CH:32][C:31]([C:30]([N:9]([CH3:10])[C@@H:8]([C:7]([NH:6][C@H:5]([C:4]([OH:29])=[O:3])[CH2:19][C:20]2[C:28]3[C:23](=[CH:24][CH:25]=[CH:26][CH:27]=3)[NH:22][CH:21]=2)=[O:18])[CH2:11][C:12]2[CH:13]=[CH:14][CH:15]=[CH:16][CH:17]=2)=[O:38])=[CH:36][CH:35]=1 |f:0.1|. Procedure: Coupling of N-methyl-(D)-phenylalanyl-(L)-tryptophan methyl ester hydrochloride (see example 1) with isonicotinic acid according to example 12 followed by hydrolysis of the methyl ester moiety according to example 1 gives N-(4-pyridylcarbonyl)-N-methyl-(D)phenylalanyl-(L)-tryptophan; FAB-MS m/e 471 (M+H)+. The reactants are C([O-])(O)=O.[Na+] (sodium bicarbonate), P(Cl)(Cl)(Cl)(Cl)Cl.N1=CC=CC=C1 (phosphorus pentachloride pyridine), CO (methanol), C1(=CC=CC=C1)CC(=O)NC1[C@@H]2N(C(=C(CS2)CSC=C)C(=O)OCC2=CC=C(C=C2)[N+](=O)[O-])C1=O (p-nitrobenzyl 7-(2-phenylacetamido)-3-vinylthiomethyl-3-cephem-4-carboxylate). The solvent is C(Cl)Cl (methylene chloride). Run at time 20 minute. Yields the product CC(=O)OCC1=C(N2[C@@H]([C@@H](C2=O)N)SC1)C(=O)O (7-aminocephalosporanic acid). Reaction SMILES: P(Cl)(Cl)(Cl)(Cl)Cl.N1C=CC=C[CH:8]=1.C1(CC([NH:22][CH:23]2[C:47](=[O:48])[N:25]3[C:26]([C:34]([O:36]CC4C=CC([N+]([O-])=O)=CC=4)=[O:35])=[C:27]([CH2:30]SC=C)[CH2:28][S:29][C@H:24]23)=O)C=CC=CC=1.CO.[C:51](=[O:54])(O)[O-:52].[Na+]>C(Cl)Cl>[CH3:8][C:51]([O:52][CH2:30][C:27]1[CH2:28][S:29][C@@H:24]2[C@H:23]([NH2:22])[C:47](=[O:48])[N:25]2[C:26]=1[C:34]([OH:36])=[O:35])=[O:54] |f:0.1,4.5|. Reported procedure: To a suspension of phosphorus pentachloride-pyridine complex (prepared from phosphorus pentachloride (1.31 g) and pyridine (0.508 ml)) in methylene chloride was added p-nitrobenzyl 7-(2-phenylacetamido)-3-vinylthiomethyl-3-cephem-4-carboxylate (1.10 g) at -20° C. The mixture was stirred for 20 minutes under ice-cooling and poured into methanol (20 ml), and then an aqueous solution of sodium bicarbonate (2.1 g) was added thereto. The organic layer was separated at pH 4, washed with water, an aque... Reactants: aqueous solution, C=O (formaldehyde), C(#N)[BH3-].[Na+] (sodium cyanoborohydride), aqueous solution, C=O (formaldehyde), C(#N)[BH3-].[Na+] (sodium cyanoborohydride), NC1=NN(C(=C1)C1=CC=C(OCCNC(=O)N)C=C1)C1=CC=C(C=C1)OC (N-(2-{4-[3-amino-1-(4-methoxyphenyl)-1H-pyrazol-5-yl]-phenoxy}ethyl)urea). The solvent is CO (MeOH). Reaction conditions: time 3 hour. Yields the product CN(C1=NN(C(=C1)C1=CC=C(OCCNC(=O)N)C=C1)C1=CC=C(C=C1)OC)C (N-(2-{4-[3-(dimethylamino)-1-(4-methoxyphenyl)-1-H-pyrazol-5-yl]phenoxy}ethyl)urea). RXN SMILES: [CH2:1]=O.[C:3]([BH3-])#[N:4].[Na+].N[C:8]1[CH:12]=[C:11]([C:13]2[CH:25]=[CH:24][C:16]([O:17][CH2:18][CH2:19][NH:20][C:21]([NH2:23])=[O:22])=[CH:15][CH:14]=2)[N:10]([C:26]2[CH:31]=[CH:30][C:29]([O:32][CH3:33])=[CH:28][CH:27]=2)[N:9]=1>CO>[CH3:1][N:4]([CH3:3])[C:8]1[CH:12]=[C:11]([C:13]2[CH:25]=[CH:24][C:16]([O:17][CH2:18][CH2:19][NH:20][C:21]([NH2:23])=[O:22])=[CH:15][CH:14]=2)[N:10]([C:26]2[CH:31]=[CH:30][C:29]([O:32][CH3:33])=[CH:28][CH:27]=2)[N:9]=1 |f:1.2|. Procedure: 37% aqueous solution of formaldehyde (0.23 ml) and sodium cyanoborohydride (53 mg) were added to a solution of N-(2-{4-[3-amino-1-(4-methoxyphenyl)-1H-pyrazol-5-yl]-phenoxy}ethyl)urea (103.1 mg) in MeOH (2 ml). The reaction mixture was stirred at ambient temperature for 3 hours. 37% aqueous solution of formaldehyde (0.23 ml) and sodium cyanoborohydride (53 mg) were added to the mixture and the reaction mixture was stirred at ambient temperature for 4 days. The mixture was concentrated in vacuo, ... Reactants: Fc1ccc(Br)cc1, CN(C)C(c1ccccc1)C1CCCCC1=O, [Cl-], Cl, [Mg], [NH4+]. The product is CN(C)C(c1ccccc1)C1CCCCC1(O)c1ccc(F)cc1. RXN SMILES: [Br:2][c:3]1[cH:4][cH:5][c:6]([F:9])[cH:7][cH:8]1.[CH3:10][N:11]([CH3:12])[CH:13]([CH:14]1[C:15](=[O:20])[CH2:16][CH2:17][CH2:18][CH2:19]1)[c:21]1[cH:22][cH:23][cH:24][cH:25][cH:26]1.[Cl-:28].[ClH:27].[Mg:1].[NH4+:29]>>[c:3]1([C:15]2([OH:20])[CH:14]([CH:13]([N:11]([CH3:10])[CH3:12])[c:21]3[cH:22][cH:23][cH:24][cH:25][cH:26]3)[CH2:19][CH2:18][CH2:17][CH2:16]2)[cH:4][cH:5][c:6]([F:9])[cH:7][cH:8]1. The solvent is C1(=CC=CC=C1)C (toluene). RXN SMILES: [C:1]1([C:7]2[CH:11]=[CH:10][NH:9][N:8]=2)[CH:6]=[CH:5][CH:4]=[CH:3][CH:2]=1.O[CH:13]1[CH2:18][CH2:17][N:16]([C:19]([O:21][C:22]([CH3:25])([CH3:24])[CH3:23])=[O:20])[CH2:15][CH2:14]1.C(P(=CC#N)(CCCC)CCCC)CCC>C1(C)C=CC=CC=1>[C:1]1([C:7]2[CH:11]=[CH:10][N:9]([CH:13]3[CH2:18][CH2:17][N:16]([C:19]([O:21][C:22]([CH3:25])([CH3:24])[CH3:23])=[O:20])[CH2:15][CH2:14]3)[N:8]=2)[CH:2]=[CH:3][CH:4]=[CH:5][CH:6]=1. Isolated yield 69.7%. Product: C1(=CC=CC=C1)C1=NN(C=C1)C1CCN(CC1)C(=O)OC(C)(C)C (tert-butyl 4-(3-phenyl-1H-pyrazol-1-yl)piperidine-1-carboxylate). The reactants are C1(=CC=CC=C1)C1=NNC=C1 (3-phenyl-1H-pyrazole), OC1CCN(CC1)C(=O)OC(C)(C)C (tert-butyl 4-hydroxypiperidine-1-carboxylate), C(CCC)P(CCCC)(CCCC)=CC#N ((tributylphosphoranylidene)acetonitrile). Run at temperature 100 celsius, time 4 hour. Procedure: To a solution of 3-phenyl-1H-pyrazole (300 mg) in toluene (15 mL) were added tert-butyl 4-hydroxypiperidine-1-carboxylate (838 mg) and (tributylphosphoranylidene)acetonitrile (1.0 g), followed by stirring at 100° C. for 4 hours. The reaction liquid was concentrated under reduced pressure, and then the residue was purified by silica gel column chromatography (hexane/ethyl acetate=100/0 to 50/50) and purified again by silica gel column chromatography (hexane/ethyl acetate=100/0 to 70/30) to obtain...